Dataset: the Open Reaction Database (ORD), a public repository of structured organic reaction records. Task: describe an organic reaction: reactants, conditions, products, and yield Reactants: C1CCOC1, CC(C)C[AlH]CC(C)C, CCOC(=O)c1cn2ncnc(Oc3ccc(NC(=O)CC(=O)Nc4ccc(F)cc4)cc3F)c2c1C. Yields the product Cc1c(CO)cn2ncnc(Oc3ccc(NC(=O)CC(=O)Nc4ccc(F)cc4)cc3F)c12. Reaction SMILES: [CH2:47]1[O:48][CH2:49][CH2:50][CH2:51]1.[CH3:38][CH:39]([CH2:40][AlH:41][CH2:42][CH:43]([CH3:44])[CH3:45])[CH3:46].[F:1][c:2]1[c:3]([O:4][c:5]2[n:6][cH:7][n:8][n:9]3[c:10]2[c:11]([CH3:19])[c:12]([C:14](=[O:15])[O:16][CH2:17][CH3:18])[cH:13]3)[cH:20][cH:21][c:22]([NH:24][C:25]([CH2:26][C:27](=[O:28])[NH:29][c:30]2[cH:31][cH:32][c:33]([F:36])[cH:34][cH:35]2)=[O:37])[cH:23]1>>[F:1][c:2]1[c:3]([O:4][c:5]2[n:6][cH:7][n:8][n:9]3[c:10]2[c:11]([CH3:19])[c:12]([CH2:14][OH:15])[cH:13]3)[cH:20][cH:21][c:22]([NH:24][C:25]([CH2:26][C:27](=[O:28])[NH:29][c:30]2[cH:31][cH:32][c:33]([F:36])[cH:34][cH:35]2)=[O:37])[cH:23]1. The reactants are [Cl-].[K+] (potassium chloride), C(=C)[Si](Cl)(Cl)C=C (divinyldichlorosilane), CC(C)([O-])C.[K+] (potassium tert-butoxide). The solvent is CCCCCC (hexane), CCCCCC (hexane). Conditions: time 17 hour. Product: C(=C)[Si](OC(C)(C)C)(OC(C)(C)C)C=C (divinyl di-tert-butoxysilane), aimed product. Isolated yield 56.5%. Reaction SMILES: [CH:1]([Si:3]([CH:6]=[CH2:7])(Cl)Cl)=[CH2:2].[CH3:8][C:9]([CH3:12])([O-:11])[CH3:10].[K+].[Cl-].[K+]>CCCCCC>[CH:1]([Si:3]([CH:6]=[CH2:7])([O:11][C:9]([CH3:12])([CH3:10])[CH3:8])[O:11][C:9]([CH3:12])([CH3:10])[CH3:8])=[CH2:2] |f:1.2,3.4|. Reported procedure: 306 g (2.00 mol) of divinyldichlorosilane, 539 g (4.80 mol) of potassium tert-butoxide and 3.0 L of dry hexane were charged in a 5 L four-necked flask equipped with a dropping funnel and a mechanical stirrer in a stream of nitrogen, and reaction was carried out for 17 hours under reflux with hexane. After completion of the reaction, potassium chloride residue as a by-product was removed by filtration, and the obtained filtrate was distilled under reduced pressure to obtain 257 g (1.13 mol) of di... As a reaction SMILES: [OH:1][NH:2][C:3](=[O:18])[C:4]1[CH:9]=[CH:8][CH:7]=[CH:6][C:5]=1[C:10]#[C:11][C:12]1[CH:17]=[CH:16][CH:15]=[CH:14][CH:13]=1>CCOC(C)=O.CO.[Pd]>[OH:1][NH:2][C:3](=[O:18])[C:4]1[CH:9]=[CH:8][CH:7]=[CH:6][C:5]=1[CH2:10][CH2:11][C:12]1[CH:17]=[CH:16][CH:15]=[CH:14][CH:13]=1. The yield is 61.3%. Run at temperature 21 celsius, time 2 hour. The product is ONC(C1=C(C=CC=C1)CCC1=CC=CC=C1)=O (N-hydroxy-2-phenethylbenzamide). Reported procedure: A solution of N-hydroxy-2-(phenylethynyl)benzamide 37 (40 mg, 0.169 mmol) in EtOAc (1533 μL) and MeOH (153 pit) was degassed under vacuum and put under N2 atmosphere (3 cycles). Then a suspension of Pd/C (17.94 g, 0.017 mmol) in EtOAc (1 mL) was added and the resulting suspension was degassed and put under H2 atmosphere (3 cycles) and the resulting black suspension was stirred at 21° C. for 2 h. The reaction mixture was filtered through Celite®. The filtrate was concentrated in vacuo then crysta... Reagents/catalysts: [Pd] (Pd/C). Solvent: CCOC(=O)C (EtOAc), CO (MeOH), CCOC(=O)C (EtOAc). Starting materials: ONC(C1=C(C=CC=C1)C#CC1=CC=CC=C1)=O (N-hydroxy-2-(phenylethynyl)benzamide). The reactants are N (ammonia), 300, ClC=1C=NN(C(C1Cl)=O)C1=CC=CC=C1 (4,5-dichloro-1-phenylpyridaz-6-one), C1=CC(=CC=C1O)S(=O)(=O)O (phenol-4-sulfonic acid). Reaction conditions: temperature 130 celsius, time 4 hour. Yields the product NC=1C=NN(C(C1Cl)=O)C1=CC=CC=C1 (4-amino-5-chloro-1-phenylpyridaz-6-one). Isolated yield 89.0%. Reaction SMILES: [NH3:1].Cl[C:3]1[CH:4]=[N:5][N:6]([C:11]2[CH:16]=[CH:15][CH:14]=[CH:13][CH:12]=2)[C:7](=[O:10])[C:8]=1[Cl:9].C1C(O)=CC=C(S(O)(=O)=O)C=1>>[NH2:1][C:3]1[CH:4]=[N:5][N:6]([C:11]2[CH:16]=[CH:15][CH:14]=[CH:13][CH:12]=2)[C:7](=[O:10])[C:8]=1[Cl:9]. Procedure details: 85 parts by volume of 15% (wt %) strength aqueous ammonia, 12.05 parts by weight of 4,5-dichloro-1-phenylpyridaz-6-one and 6.2 parts by weight of a 70% strength aqueous solution of phenol-4-sulfonic acid (parts by volume bearing the same relationship to parts by weight as the liter to the kilogram) are introduced into a jacketed pressure vessel having a capacity of 300 parts by volume. The reaction mixture is heated to 130° C. while stirring and kept for 4 hours at this temperature, while still ... The reactants are FC(S(=O)(=O)OS(=O)(=O)C(F)(F)F)(F)F (trifluoromethanesulphonic acid anhydride), ClC1=CC=2C(C=C1)=NC1=C3C2C=C(C=C3N(C=3C=CC=CC13)C)O (3-chloro-6-hydroxy-8-methyl-8H-quino[4,3,2-kl]acridine), ClC1=CC=2C(C=C1)=NC1=C3C2C=C(C=C3N(C=3C=CC=CC13)C)O (3-Chloro-6-hydroxy-8-methyl-8H-quino[4,3,2-kl]acridine). The solvent is C(Cl)Cl (DCM). Product: ClC1=CC=2C(C=C1)=NC1=C3C2C=C(C=C3N(C=3C=CC=CC13)C)OS(=O)(=O)C(F)(F)F (Trifluoromethanesulphonic acid 3-chloro-8-methyl-8H-quino[4,3,2-kl]acridin-6-yl ester). Yield: 67.0%. RXN SMILES: [F:1][C:2]([F:15])([F:14])[S:3]([O:6]S(C(F)(F)F)(=O)=O)(=[O:5])=[O:4].[Cl:16][C:17]1[CH:22]=[CH:21][C:20]2=[N:23][C:24]3[C:37]4[CH:36]=[CH:35][CH:34]=[CH:33][C:32]=4[N:31]([CH3:38])[C:30]4[C:25]=3[C:26]([CH:27]=[C:28](O)[CH:29]=4)=[C:19]2[CH:18]=1>C(Cl)Cl>[Cl:16][C:17]1[CH:22]=[CH:21][C:20]2=[N:23][C:24]3[C:37]4[CH:36]=[CH:35][CH:34]=[CH:33][C:32]=4[N:31]([CH3:38])[C:30]4[C:25]=3[C:26]([CH:27]=[C:28]([O:6][S:3]([C:2]([F:15])([F:14])[F:1])(=[O:5])=[O:4])[CH:29]=4)=[C:19]2[CH:18]=1. Procedure: (Method L) Under an atmosphere of nitrogen, trifluoromethanesulphonic acid anhydride (1.14 ml, 6.4 mmol, 1 eq) was added dropwise to a stirred cold (0° C.) suspension of 3-chloro-6-hydroxy-8-methyl-8H-quino[4,3,2-kl]acridine, 36 (2.23 g, 6.4 mmol) in DCM (1 L). On warming to RT a green solution was formed. Aqueous work-up (water, 500 mL), separation of the organic layer, drying (MgSO4), filtering, adsorption onto silica, and column chromatography (85:15 hexane:ethyl acetate) gave the title compo... Starting materials: BrC1=CC(NN=C1C1=CC=C(C=C1)C)=O (5-bromo-6-p-tolylpyridazin-3(2H)-one), ClC=1C=C(C=CC1)B(O)O (3-chlorophenylboronic acid), C(=O)([O-])[O-].[K+].[K+] (K2CO3). The reagents and catalysts are C=1C=CC(=CC1)[P](C=2C=CC=CC2)(C=3C=CC=CC3)[Pd]([P](C=4C=CC=CC4)(C=5C=CC=CC5)C=6C=CC=CC6)([P](C=7C=CC=CC7)(C=8C=CC=CC8)C=9C=CC=CC9)[P](C=1C=CC=CC1)(C=1C=CC=CC1)C=1C=CC=CC1 (Pd(Ph3P)4). The solvent is O1CCOCC1 (dioxane). Conditions: temperature 130 celsius. Yields the product ClC=1C=C(C=CC1)C1=CC(NN=C1C1=CC=C(C=C1)C)=O (5-(3-Chlorophenyl)-6-p-tolylpyridazin-3(2H)-one). The yield is 57.1%. Reaction SMILES: Br[C:2]1[C:7]([C:8]2[CH:13]=[CH:12][C:11]([CH3:14])=[CH:10][CH:9]=2)=[N:6][NH:5][C:4](=[O:15])[CH:3]=1.[Cl:16][C:17]1[CH:18]=[C:19](B(O)O)[CH:20]=[CH:21][CH:22]=1.C([O-])([O-])=O.[K+].[K+]>O1CCOCC1.C1C=CC([P]([Pd]([P](C2C=CC=CC=2)(C2C=CC=CC=2)C2C=CC=CC=2)([P](C2C=CC=CC=2)(C2C=CC=CC=2)C2C=CC=CC=2)[P](C2C=CC=CC=2)(C2C=CC=CC=2)C2C=CC=CC=2)(C2C=CC=CC=2)C2C=CC=CC=2)=CC=1>[Cl:16][C:17]1[CH:22]=[C:21]([C:2]2[C:7]([C:8]3[CH:13]=[CH:12][C:11]([CH3:14])=[CH:10][CH:9]=3)=[N:6][NH:5][C:4](=[O:15])[CH:3]=2)[CH:20]=[CH:19][CH:18]=1 |f:2.3.4,^1:41,43,62,81|. Procedure details: In a 10 mL heavy-walled sealed tube, a mixture of 5-bromo-6-p-tolylpyridazin-3(2H)-one (0.05 g, 0.189 mmol), 3-chlorophenylboronic acid (0.029 g, 0.189 mmol), Pd(Ph3P)4 (10.90 mg, 9.43 μmol) and K2CO3 (0.283 mL, 0.566 mmol) in dioxane (2 mL) was heated under microwave irradiation at 130° C. for 2 h. The reaction was purified by preparative HPLC to give the title compound (0.032 g). LCMS m/z=297.1 [M+H]+.